From a dataset of the Open Reaction Database (ORD), a public repository of structured organic reaction records. describe an organic reaction: reactants, conditions, products, and yield The reactants are N1=CC(=CC=C1)C(CCC1CCOCC1)N (1-(3-pyridyl)-3-(4-oxanyl)propylamine), [Na+].[Cl-] (NaCl), C(C)O (ethanol), C(=O)([O-])[O-].[K+].[K+] (K2CO3). The solvent is Br (HBr), Br (HBr), ice water. Product: Cl.Cl.N1=CC(=CC=C1)C1N2CCC(CC1)CC2 (2-(3-Pyridyl)-1-azabicyclo[3.2.2]nonane dihydrochloride). The yield is 81.7%. Reaction SMILES: [N:1]1[CH:6]=[CH:5][CH:4]=[C:3]([CH:7]([NH2:16])[CH2:8][CH2:9][CH:10]2[CH2:15][CH2:14]O[CH2:12][CH2:11]2)[CH:2]=1.C(O)C.C([O-])([O-])=O.[K+].[K+].[Na+].[Cl-:27]>Br>[ClH:27].[ClH:27].[N:1]1[CH:6]=[CH:5][CH:4]=[C:3]([CH:7]2[CH2:8][CH2:9][CH:10]3[CH2:15][CH2:14][N:16]2[CH2:12][CH2:11]3)[CH:2]=1 |f:2.3.4,5.6,8.9.10|. Procedure details: A solution of 1-(3-pyridyl)-3-(4-oxanyl)propylamine (1.00 g, 4.54 mmol) in 48% aqueous HBr (15 mL) was saturated with HBr gas. The mixture was heated in a pressure tube at 100°–120° C. for 12 h. The tube was cooled in ice water and the contents transferred to a 250 mL round bottom flask. Removal of the volatiles by rotary evaporation afforded a light yellow solid. Absolute ethanol (200 mL) and solid K2CO3 (10 g) were added and the mixture was heated at reflux for 8 h. The mixture was filtered th... The reactants are C(#N)C1=CC=C(CNC(C(OCC)C2=C(C=C(C=C2F)O)F)=O)C=C1 ((RS)-N-(4-cyano-benzyl)-2-(2,6-difluoro-4-hydroxy-phenyl)-2-ethoxy-acetamide), C1(=CC=CC=C1)B(O)O (phenyl boronic acid). Yields the product C(#N)C1=CC=C(CNC(C(OCC)C2=C(C=C(C=C2F)OC2=CC=CC=C2)F)=O)C=C1 ((RS)-N-(4-cyano-benzyl)-2-(2,6-difluoro-4-phenoxy-phenyl)-2-ethoxy-acetamide). RXN SMILES: [C:1]([C:3]1[CH:25]=[CH:24][C:6]([CH2:7][NH:8][C:9](=[O:23])[CH:10]([C:14]2[C:19]([F:20])=[CH:18][C:17]([OH:21])=[CH:16][C:15]=2[F:22])[O:11][CH2:12][CH3:13])=[CH:5][CH:4]=1)#[N:2].[C:26]1(B(O)O)[CH:31]=[CH:30][CH:29]=[CH:28][CH:27]=1>>[C:1]([C:3]1[CH:4]=[CH:5][C:6]([CH2:7][NH:8][C:9](=[O:23])[CH:10]([C:14]2[C:15]([F:22])=[CH:16][C:17]([O:21][C:26]3[CH:31]=[CH:30][CH:29]=[CH:28][CH:27]=3)=[CH:18][C:19]=2[F:20])[O:11][CH2:12][CH3:13])=[CH:24][CH:25]=1)#[N:2]. Procedure details: In analogy to example 278.4 (RS)-N-(4-cyano-benzyl)-2-(2,6-difluoro-4-hydroxy-phenyl)-2-ethoxy-acetamide (example 293.2) was reacted with phenyl boronic acid to give (RS)-N-(4-cyano-benzyl)-2-(2,6-difluoro-4-phenoxy-phenyl)-2-ethoxy-acetamide. Light yellow solid. MS 423.1 ([M+H]+) Reactants: C1(CCCC1)OC=1C=C(C=CC1OC)C(CC)O ((3-cyclopentoxy-4-methoxyphenyl)-1-propanol), C1(=CC=CC=C1)P(C1=CC=CC=C1)C1=CC=CC=C1 (triphenylphosphine), BrN1C(CCC1=O)=O (N-bromosuccinimide). The solvent is C(Cl)Cl (methylene chloride). Reaction conditions: temperature 0 celsius, time 1.5 hour. Product: C1(CCCC1)OC=1C=C(C=CC1OC)CCCBr (3-(3-Cyclopentoxy-4-methoxyphenyl)-1-propyl bromide). Reaction SMILES: [CH:1]1([O:6][C:7]2[CH:8]=[C:9]([CH:15](O)[CH2:16][CH3:17])[CH:10]=[CH:11][C:12]=2[O:13][CH3:14])[CH2:5][CH2:4][CH2:3][CH2:2]1.C1(P(C2C=CC=CC=2)C2C=CC=CC=2)C=CC=CC=1.[Br:38]N1C(=O)CCC1=O>C(Cl)Cl>[CH:1]1([O:6][C:7]2[CH:8]=[C:9]([CH2:15][CH2:16][CH2:17][Br:38])[CH:10]=[CH:11][C:12]=2[O:13][CH3:14])[CH2:5][CH2:4][CH2:3][CH2:2]1. Reported procedure: To a stirred solution of 3.3 g (13.2 mmol) of -(3-cyclopentoxy-4-methoxyphenyl)-1-propanol in 75 mL of dry methylene chloride at 0° C. under a nitrogen atmosphere was added 4.3 g (16.4 mmol) of triphenylphosphine followed by a slow, portionwise addition of N-bromosuccinimide over a 5 minute period. The reaction mixture was stirred at 0° C. for 1.5 hours at the end of which time the mixture was quenched with excess methanol and stirred for an additional 10 minutes. Concentration of the mixture to... Reactants: C(C1=CC=CC=C1)OC1=C(C=C(C(=C1)OCC1=CC=CC=C1)C(=C)C)C(=O)N1CCC(CC1)CC=O (2—(1-{[2,4-bis(benzyloxy)-5-(prop-1-en-2-yl)phenyl]carbonyl}piperidin-4-yl)acetaldehyde), S(=O)(=O)(O)C1=CC=C(C)C=C1.C1(CCCC1)OC([C@@H](N)C(C)C)=O (L-valine cyclopentyl ester tosylate). Yields the product OC1=C(C=C(C(=C1)O)C(C)C)C(=O)N1CCC(CC1)CCN[C@@H](C(C)C)C(=O)OC1CCCC1 (cyclopentyl N-[2-(1-{[2,4-dihydroxy-5-(propan-2-yl)phenyl]carbonyl}piperidin-4-yl)ethyl]-L-valinate). Reaction SMILES: C([O:8][C:9]1[CH:14]=[C:13]([O:15]CC2C=CC=CC=2)[C:12]([C:23]([CH3:25])=[CH2:24])=[CH:11][C:10]=1[C:26]([N:28]1[CH2:33][CH2:32][CH:31]([CH2:34][CH:35]=O)[CH2:30][CH2:29]1)=[O:27])C1C=CC=CC=1.S(C1C=CC(C)=CC=1)(O)(=O)=O.[CH:48]1([O:53][C:54](=[O:60])[C@H:55]([CH:57]([CH3:59])[CH3:58])[NH2:56])[CH2:52][CH2:51][CH2:50][CH2:49]1>>[OH:8][C:9]1[CH:14]=[C:13]([OH:15])[C:12]([CH:23]([CH3:24])[CH3:25])=[CH:11][C:10]=1[C:26]([N:28]1[CH2:33][CH2:32][CH:31]([CH2:34][CH2:35][NH:56][C@H:55]([C:54]([O:53][CH:48]2[CH2:49][CH2:50][CH2:51][CH2:52]2)=[O:60])[CH:57]([CH3:58])[CH3:59])[CH2:30][CH2:29]1)=[O:27] |f:1.2|. Reported procedure: Prepared from Intermediate D and L-valine cyclopentyl ester tosylate. 1H NMR (300 MHz, d3-MeOD) 6.95 (1H, s), 6.34 (1H, s), 5.31-5.44 (1H, m), 4.08-4.35 (2H, m), 3.94 (1H, d, J=3.8 Hz), 3.05-3.25 (3H, m), 2.96 (2H, t, J=12.5 Hz), 2.26-2.42 (1H, m), 1.89-2.08 (3H, m), 1.61-1.88 (8H, m), 1.13-1.24 (12H, m) and 1.05 (6H, d, J=6.8 Hz) LC/MS: purity 85%, m/z 475 [M+H]+ Starting materials: C(C)(=O)OCC.Cl (hydrogen chloride-ethyl acetate), O[C@@H](CN(C(OC(C)(C)C)=O)CCC1=CC=C(C=C1)NC(=O)C1=NC=CC=C1)C1=CC=CC=C1 (tert-butyl (R)-N-(2-hydroxy-2-phenylethyl)-N-[2-[4-[(2-pyridinecarbonyl)amino]phenyl]ethyl]carbamate). Run in ethanolic solution. Reaction conditions: time 3 hour. The product is Cl.Cl.O[C@@H](CNCCC1=CC=C(NC(=O)C2=NC=CC=C2)C=C1)C1=CC=CC=C1 ((R)-4′-[2-[(2-hydroxy-2-phenyl-ethyl)amino]ethyl]-2-pyridinecarboxanilide dihydrochloride). As a reaction SMILES: C(OCC)(=O)C.[ClH:7].[OH:8][C@H:9]([C:36]1[CH:41]=[CH:40][CH:39]=[CH:38][CH:37]=1)[CH2:10][N:11]([CH2:19][CH2:20][C:21]1[CH:26]=[CH:25][C:24]([NH:27][C:28]([C:30]2[CH:35]=[CH:34][CH:33]=[CH:32][N:31]=2)=[O:29])=[CH:23][CH:22]=1)C(=O)OC(C)(C)C>>[ClH:7].[ClH:7].[OH:8][C@H:9]([C:36]1[CH:41]=[CH:40][CH:39]=[CH:38][CH:37]=1)[CH2:10][NH:11][CH2:19][CH2:20][C:21]1[CH:26]=[CH:25][C:24]([NH:27][C:28]([C:30]2[CH:35]=[CH:34][CH:33]=[CH:32][N:31]=2)=[O:29])=[CH:23][CH:22]=1 |f:0.1,3.4.5|. Procedure: A 4N hydrogen chloride-ethyl acetate solution (10 ml) was added to 10 ml of an ethanolic solution of 458 mg of tert-butyl (R)-N-(2-hydroxy-2-phenylethyl)-N-[2-[4-[(2-pyridinecarbonyl)amino]phenyl]ethyl]carbamate. The reaction solution was stirred at room temperature for three hours, and the solvent was then evaporated in vacuo. The obtained crude crystals were recrystallized from methanol-ethanol-ethyl acetate to give 289 mg of (R)-4′-[2-[(2-hydroxy-2-phenyl-ethyl)amino]ethyl]-2-pyridinecarboxan... Reactants: 70, CC1=CC=CC=C1CCl (o-xylyl chloride), C1=CC=CC=C1 (benzene), 135, 80, S(O)(O)(=O)=O (sulfuric acid), 85, P(O)(O)(O)=O (phosphoric acid). Solvent: O (water). Product: C(C1=CC=CC=C1)C1=C(C=CC=C1)C (o-benzyltoluene). Isolated yield 88.9%. RXN SMILES: [CH3:1][C:2]1[C:7]([CH2:8]Cl)=[CH:6][CH:5]=[CH:4][CH:3]=1.[CH:10]1[CH:15]=[CH:14][CH:13]=[CH:12][CH:11]=1.S(=O)(=O)(O)O.P(=O)(O)(O)O>O>[CH2:8]([C:7]1[CH:6]=[CH:5][CH:4]=[CH:3][C:2]=1[CH3:1])[C:10]1[CH:15]=[CH:14][CH:13]=[CH:12][CH:11]=1. Procedure: A solution of 70 parts of o-xylyl chloride and 240 parts of benzene is added to a mixture of 135 parts of 80 per cent strength by weight sulfuric acid and 135 parts of 85 per cent strength by weight phosphoric acid at from 75° to 77° C, whilst stirring thoroughly. After a further 5 hours at from 75° to 77° C, 200 parts of water are added, the organic phase is separated off and 80 parts (88.9% of theory) of o-benzyltoluene boiling at 98°C at 0.2 mm Hg are isolated by distillation.